From a dataset of the Open Reaction Database (ORD), a public repository of structured organic reaction records. describe an organic reaction: reactants, conditions, products, and yield Reactants: [H-].[Na+] (sodium hydride), CI (methyl iodide), C(C)SC1=C(C(=O)NC2=NC=C(C=C2)C(F)(F)F)C=CC(=C1)C(F)(F)F (2-ethylsulfanyl-4-trifluoromethyl-N-(5-trifluoromethyl-pyri din-2-yl)-benzamide), C1CCOC1 (THF), CI (methyl iodide), CI (methyl iodide). Solvent: O (Water). Run at time 2 hour. Product: C(C)SC1=C(C(=O)N(C2=NC=C(C=C2)C(F)(F)F)C)C=CC(=C1)C(F)(F)F (2-ethylsulfanyl-N-methyl-4-trifluoromethyl-N-(5-trifluoromethyl-pyridin-2-yl)-benzamide). As a reaction SMILES: [H-].[Na+].CI.[CH2:5]([S:7][C:8]1[CH:26]=[C:25]([C:27]([F:30])([F:29])[F:28])[CH:24]=[CH:23][C:9]=1[C:10]([NH:12][C:13]1[CH:18]=[CH:17][C:16]([C:19]([F:22])([F:21])[F:20])=[CH:15][N:14]=1)=[O:11])[CH3:6].[CH2:31]1COCC1>O>[CH2:5]([S:7][C:8]1[CH:26]=[C:25]([C:27]([F:30])([F:28])[F:29])[CH:24]=[CH:23][C:9]=1[C:10]([N:12]([CH3:31])[C:13]1[CH:18]=[CH:17][C:16]([C:19]([F:20])([F:21])[F:22])=[CH:15][N:14]=1)=[O:11])[CH3:6] |f:0.1|. Procedure: 0.12 g of 60% sodium hydride (oil-based) and 0.56 g of methyl iodide were added to a mixture of 0.78 g of 2-ethylsulfanyl-4-trifluoromethyl-N-(5-trifluoromethyl-pyri din-2-yl)-benzamide and 5 mL of THF, and the mixture was stirred at room temperature for 2 hours. 1 g of methyl iodide was added to the reaction mixture, and the mixture was stirred at room temperature for 2 hours. 1 g of methyl iodide was further added to the reaction mixture, and the mixture was stirred at room temperature for 1 h... Starting materials: C[O-].[Na+] (sodium methoxide), ClC1=CC=NC2=CC=CC=C12 (4-chloroquinoline). Run in CO (methanol). Product: COC1=CC=NC2=CC=CC=C12 (4-Methoxy Quinoline). Yield: 76.0%. Reaction SMILES: [CH3:1][O-:2].[Na+].Cl[C:5]1[C:14]2[C:9](=[CH:10][CH:11]=[CH:12][CH:13]=2)[N:8]=[CH:7][CH:6]=1>CO>[CH3:1][O:2][C:5]1[C:14]2[C:9](=[CH:10][CH:11]=[CH:12][CH:13]=2)[N:8]=[CH:7][CH:6]=1 |f:0.1|. Procedure details: To a solution of sodium methoxide (33 g) in methanol (130 ml), 4-chloroquinoline (10 g) was added under stirring. The mixture was heated under reflux for 6 hours. After cooling, the reaction mixture was concentrated, then dissolved in dichloromethane (250 ml) and washed with water (250 ml). The organic layer was dried over sodium sulfate. The solvent was evaporated to give a yellow oil (7.39 g, 76% yield) which was not purified. Starting materials: Cc1ccc(C2c3c(C)c(NCc4ccccc4)c(C)c(C)c3OC2(C)C)cc1, Cc1ccccc1, CC(C)O, O. Product: Cc1ccc(C2c3c(C)c(N)c(C)c(C)c3OC2(C)C)cc1. As a reaction SMILES: [CH2:1]([c:2]1[cH:3][cH:4][cH:5][cH:6][cH:7]1)[NH:8][c:9]1[c:10]([CH3:29])[c:11]([CH3:28])[c:12]2[c:13]([c:26]1[CH3:27])[CH:14]([c:19]1[cH:20][cH:21][c:22]([CH3:25])[cH:23][cH:24]1)[C:15]([CH3:17])([CH3:18])[O:16]2.[CH3:30][c:31]1[cH:32][cH:33][cH:34][cH:35][cH:36]1.[CH:37]([OH:38])([CH3:39])[CH3:40].[OH2:41]>>[NH2:8][c:9]1[c:10]([CH3:29])[c:11]([CH3:28])[c:12]2[c:13]([c:26]1[CH3:27])[CH:14]([c:19]1[cH:20][cH:21][c:22]([CH3:25])[cH:23][cH:24]1)[C:15]([CH3:17])([CH3:18])[O:16]2. Reactants: CN(CCC#N)C1CC2=CC(=CC=C2CC1)OC (2-[N-methyl-N-(2-cyano-ethyl)-amino]-7-methoxy-1,2,3,4-tetrahydronaphthalene). The reagents and catalysts are [Ni] (Raney nickel). Run in CO (methanol), N (ammonia). The product is NCCCN(C1CC2=CC(=CC=C2CC1)OC)C (1-Amino-3-[N-methyl-N-(7-methoxy-1,2,3,4-tetrahydronaphth-2-yl)-amino]-propane). Reaction SMILES: [CH3:1][N:2]([CH:7]1[CH2:16][CH2:15][C:14]2[C:9](=[CH:10][C:11]([O:17][CH3:18])=[CH:12][CH:13]=2)[CH2:8]1)[CH2:3][CH2:4][C:5]#[N:6]>CO.N.[Ni]>[NH2:6][CH2:5][CH2:4][CH2:3][N:2]([CH3:1])[CH:7]1[CH2:16][CH2:15][C:14]2[C:9](=[CH:10][C:11]([O:17][CH3:18])=[CH:12][CH:13]=2)[CH2:8]1. Reported procedure: First, 2-[N-methyl-N-(2-cyano-ethyl)-amino]-7-methoxy-1,2,3,4-tetrahydronaphthalene (6.7 g, 0.0274 mol) is dissolved in methanol (80 ml) saturated with ammonia at 20° C., then Raney nickel (0.8 g) is added and the mixture is hydrogenated at 50° C. under hydrogen pressure (5 bar) for 3 hours. The catalyst is filtered off and the filtrate is evaporated by rotary evaporation. Yield: 5.4 g. Rf value: 0.25 (alumina, eluant: 95 parts by volume of methylene chloride+5 parts by volume of ethanol). Starting materials: CC(C)(C)OC(=N)C(Cl)(Cl)Cl, O=C(O)c1cccc(Cc2cc(Cl)ccc2O)n1, ClCCl. Reaction SMILES: [Cl:19][C:20]([Cl:21])([Cl:22])[C:27](=[NH:28])[O:29][C:23]([CH3:24])([CH3:25])[CH3:26].[Cl:1][c:2]1[cH:3][cH:4][c:5]([OH:18])[c:6]([CH2:8][c:9]2[cH:10][cH:11][cH:12][c:13]([C:15](=[O:16])[OH:17])[n:14]2)[cH:7]1.[Cl:30][CH2:31][Cl:32]>>[Cl:1][c:2]1[cH:3][cH:4][c:5]([O:18][C:23]([CH3:24])([CH3:25])[CH3:26])[c:6]([CH2:8][c:9]2[cH:10][cH:11][cH:12][c:13]([C:15](=[O:16])[OH:17])[n:14]2)[cH:7]1. Yields the product CC(C)(C)Oc1ccc(Cl)cc1Cc1cccc(C(=O)O)n1.